This data is from the Open Reaction Database (ORD), a public repository of structured organic reaction records. The task is: describe an organic reaction: reactants, conditions, products, and yield Reactants: C(C)OC(CC1=NN=C(N1C1=CC=CC=C1)C1=CC=C(C=C1)OC)=O (ethyl-5-(4-methoxyphenyl)-4-phenyl-4H-1,2,4-triazole-3-acetate), [OH-].[Na+] (sodium hydroxide). The solvent is C(C)O (ethanol). Run at temperature 60 celsius, time 30 minute. The product is COC1=CC=C(C=C1)C=1N(C(=NN1)CC(=O)O)C1=CC=CC=C1 (5-(4-methoxyphenyl)-4-phenyl-4H-1,2,4-triazole-3-acetic acid). Isolated yield 98.2%. As a reaction SMILES: C([O:3][C:4](=[O:25])[CH2:5][C:6]1[N:10]([C:11]2[CH:16]=[CH:15][CH:14]=[CH:13][CH:12]=2)[C:9]([C:17]2[CH:22]=[CH:21][C:20]([O:23][CH3:24])=[CH:19][CH:18]=2)=[N:8][N:7]=1)C.[OH-].[Na+]>C(O)C>[CH3:24][O:23][C:20]1[CH:19]=[CH:18][C:17]([C:9]2[N:10]([C:11]3[CH:16]=[CH:15][CH:14]=[CH:13][CH:12]=3)[C:6]([CH2:5][C:4]([OH:25])=[O:3])=[N:7][N:8]=2)=[CH:22][CH:21]=1 |f:1.2|. Reported procedure: A mixture of 4 g of the product of Example 16, 10 ml of 2N sodium hydroxide and 20 ml of ethanol was stirred at 60° C. under argon for 30 minutes and the ethanol was evaporated at 40° C. under reduced pressure. 9.9 ml of 2N hydrochloric acid were added to the aqueous solution and the mixture stood at 0° to 5° C. for 16 hours and was filtered. The recovered product was cmpasted several times with ice water to remove chlorides and was dried at room temperature under reduced pressure of 0.5 to 1 mm... The reactants are CCN(C(C)C)C(C)C, COc1cccc2c1nc(C(F)F)n2-c1nc(Cl)nc(N2CCOCC2)n1, CN(C)C=O, O, CC(C)(C)OC(=O)N1CCCC(NCCCO)C1. Product: COc1cccc2c1nc(C(F)F)n2-c1nc(N2CCOCC2)nc(N(CCCO)C2CCCN(C(=O)OC(C)(C)C)C2)n1. RXN SMILES: [CH:46]([N:47]([CH2:48][CH3:49])[CH:50]([CH3:51])[CH3:52])([CH3:53])[CH3:54].[Cl:19][c:20]1[n:21][c:22](-[n:32]2[c:33]([CH:43]([F:44])[F:45])[n:34][c:35]3[c:36]2[cH:37][cH:38][cH:39][c:40]3[O:41][CH3:42])[n:23][c:24]([N:26]2[CH2:27][CH2:28][O:29][CH2:30][CH2:31]2)[n:25]1.[O:55]=[CH:56][N:57]([CH3:58])[CH3:59].[OH2:60].[OH:1][CH2:2][CH2:3][CH2:4][NH:5][CH:6]1[CH2:7][N:8]([C:12](=[O:13])[O:14][C:15]([CH3:16])([CH3:17])[CH3:18])[CH2:9][CH2:10][CH2:11]1>>[OH:1][CH2:2][CH2:3][CH2:4][N:5]([CH:6]1[CH2:7][N:8]([C:12](=[O:13])[O:14][C:15]([CH3:16])([CH3:17])[CH3:18])[CH2:9][CH2:10][CH2:11]1)[c:20]1[n:21][c:22](-[n:32]2[c:33]([CH:43]([F:44])[F:45])[n:34][c:35]3[c:36]2[cH:37][cH:38][cH:39][c:40]3[O:41][CH3:42])[n:23][c:24]([N:26]2[CH2:27][CH2:28][O:29][CH2:30][CH2:31]2)[n:25]1. Reactants: N1[C@@H](CCC1=O)C(=O)O ((l)-pyroglutamic acid), C1(O)=CC=C(O)C=C1 (hydroquinone). Solvent: O (water). Conditions: time 18 hour. Product: N1[C@@H](CCC1=O)C(=O)OC1=CC=C(C=C1)O (4-HYDROXYPHENOL (L)-PYROGLUTAMATE). As a reaction SMILES: [NH:1]1[C:5](=[O:6])[CH2:4][CH2:3][C@H:2]1[C:7]([OH:9])=[O:8].[C:10]1([CH:17]=[CH:16][C:14](O)=[CH:13][CH:12]=1)[OH:11]>O>[NH:1]1[C:5](=[O:6])[CH2:4][CH2:3][C@H:2]1[C:7]([O:9][C:14]1[CH:16]=[CH:17][C:10]([OH:11])=[CH:12][CH:13]=1)=[O:8]. Reported procedure: 129 g (1 mol) of (l)-pyroglutamic acid and 110 g (1 mol) of hydroquinone are intimately mixed, the mixture is stirred at 175° under a stream of nitrogen for 18 hours, the temperature is lowered to 50° and the mixture is diluted with water (300 ml) and extracted with ethyl acetate (3×400 ml). A crude product is thus prepared which is purified by being made into a paste twice with ethyl acetate (250 ml) to give the title derivative in the form of crystals melting at 179°/82°. In TLC, the product s... Reactants: CC1(C)Cc2c(COc3ccc(N=C=O)cc3)cccc2O1, CNOC, Cc1ccccc1. Yields the product CON(C)C(=O)Nc1ccc(OCc2cccc3c2CC(C)(C)O3)cc1. Reaction SMILES: [CH3:1][C:2]1([CH3:22])[O:3][c:4]2[c:5]([c:7]([CH2:11][O:12][c:13]3[cH:14][cH:15][c:16]([N:19]=[C:20]=[O:21])[cH:17][cH:18]3)[cH:8][cH:9][cH:10]2)[CH2:6]1.[CH3:23][NH:24][O:25][CH3:26].[CH3:27][c:28]1[cH:29][cH:30][cH:31][cH:32][cH:33]1>>[CH3:1][C:2]1([CH3:22])[O:3][c:4]2[c:5]([c:7]([CH2:11][O:12][c:13]3[cH:14][cH:15][c:16]([NH:19][C:20](=[O:21])[N:24]([CH3:23])[O:25][CH3:26])[cH:17][cH:18]3)[cH:8][cH:9][cH:10]2)[CH2:6]1. Starting materials: C1(=C(C(=CC(=C1)C)C)C1=CC=CC(=N1)CC(CCC)O)C (1-(6-Mesitylpyridin-2-yl)pentan-2-ol), C[N+]1(CCOCC1)[O-] (N-methylmorpholine-N-oxide). Reagents/catalysts: [Ru](=O)(=O)(=O)[O-].C(CC)[N+](CCC)(CCC)CCC (Tetrapropylammonium perruthenate). Run in ClCCl (dichloromethane), C(C)#N (acetonitrile). Reaction conditions: time 1 hour. Product: ethyl acetate hexanes, C1(=C(C(=CC(=C1)C)C)C1=CC=CC(=N1)CC(CCC)=O)C (1-(6-Mesitylpyridin-2-yl)pentan-2-one). Isolated yield 30.0%. RXN SMILES: [C:1]1([CH3:21])[CH:6]=[C:5]([CH3:7])[CH:4]=[C:3]([CH3:8])[C:2]=1[C:9]1[N:14]=[C:13]([CH2:15][CH:16]([OH:20])[CH2:17][CH2:18][CH3:19])[CH:12]=[CH:11][CH:10]=1.C[N+]1([O-])CCOCC1>ClCCl.C(#N)C.[Ru]([O-])(=O)(=O)=O.C([N+](CCC)(CCC)CCC)CC>[C:1]1([CH3:21])[CH:6]=[C:5]([CH3:7])[CH:4]=[C:3]([CH3:8])[C:2]=1[C:9]1[N:14]=[C:13]([CH2:15][C:16](=[O:20])[CH2:17][CH2:18][CH3:19])[CH:12]=[CH:11][CH:10]=1 |f:4.5|. Reported procedure: 1-(6-Mesitylpyridin-2-yl)pentan-2-ol (2.91 g, 10.3 mmol) in 100 mL of dichloromethane and 20 mL of acetonitrile was combined with 4 angstrom crushed molecular sieves (2.5 g) and N-methylmorpholine-N-oxide (1.80 g, 15.4 mmol). Tetrapropylammonium perruthenate (0.54 g, 1.54 mmol) was added last. The reaction stirred at room temperature for 1 h. The reaction was filtered and concentrated. Flash chromatography (10% ethyl acetate/hexanes) gave 0.87 g (30%) of the title compound as an yellow oil. Reactants: OC1=CC=C(C=O)C=C1 (4-hydroxybenzaldehyde), [H-].[Na+] (NaH), CN(CCCl)C (2-dimethylaminoethyl chloride). The solvent is C1(=CC=CC=C1)C (toluene). The product is CN(CCOC1=CC=C(C=O)C=C1)C (4-(2-Dimethylaminoethoxy)benzaldehyde). Isolated yield 46.6%. As a reaction SMILES: [OH:1][C:2]1[CH:9]=[CH:8][C:5]([CH:6]=[O:7])=[CH:4][CH:3]=1.[H-].[Na+].[CH3:12][N:13]([CH3:17])[CH2:14][CH2:15]Cl>C1(C)C=CC=CC=1>[CH3:12][N:13]([CH3:17])[CH2:14][CH2:15][O:1][C:2]1[CH:9]=[CH:8][C:5]([CH:6]=[O:7])=[CH:4][CH:3]=1 |f:1.2|. Procedure: The reaction between 61.0 g (0.50 mole) of 4-hydroxybenzaldehyde, 24.0 g of 50% NaH, and 341 ml of 2.2 N (0.75 mole) 2-dimethylaminoethyl chloride in toluene in a procedure described for Example 2,part A, gives 45.0 g (46%) of colorless product, bp 140°-142°/2 mm. Lit. bp 185°-187°/15 mm. Reactants: C1CCNC1, COc1ccc(C(O)C(CO)NC(=O)OCc2ccccc2)cc1, Cc1cc(C)c(Cl)c(C)c1, c1ccncc1. Product: COc1ccc(C(O)C(CN2CCCC2)NC(=O)OCc2ccccc2)cc1. Reaction SMILES: [CH2:35]1[CH2:36][CH2:37][NH:38][CH2:39]1.[OH:11][CH:12]([CH:13]([CH2:14][OH:15])[NH:16][C:17]([O:18][CH2:19][c:20]1[cH:21][cH:22][cH:23][cH:24][cH:25]1)=[O:26])[c:27]1[cH:28][cH:29][c:30]([O:33][CH3:34])[cH:31][cH:32]1.[c:1]1([CH3:2])[cH:3][c:4]([CH3:5])[cH:6][c:7]([CH3:8])[c:9]1[Cl:10].[cH:40]1[cH:41][cH:42][n:43][cH:44][cH:45]1>>[OH:11][CH:12]([CH:13]([CH2:14][N:38]1[CH2:37][CH2:36][CH2:35][CH2:39]1)[NH:16][C:17]([O:18][CH2:19][c:20]1[cH:21][cH:22][cH:23][cH:24][cH:25]1)=[O:26])[c:27]1[cH:28][cH:29][c:30]([O:33][CH3:34])[cH:31][cH:32]1. Yields the product Nc1cnc2c(c1)CN(Cc1ccccc1)CC2. Starting materials: O=[N+]([O-])c1cnc2c(c1)CN(Cc1ccccc1)CC2, CCO, [Cl-], Cl, O, O. As a reaction SMILES: [CH2:1]([c:2]1[cH:3][cH:4][cH:5][cH:6][cH:7]1)[N:8]1[CH2:9][c:10]2[cH:11][c:12]([N+:18]([O-:19])=[O:20])[cH:13][n:14][c:15]2[CH2:16][CH2:17]1.[CH3:24][CH2:25][OH:26].[Cl-:23].[ClH:27].[OH2:21].[OH2:22]>>[CH2:1]([c:2]1[cH:3][cH:4][cH:5][cH:6][cH:7]1)[N:8]1[CH2:9][c:10]2[cH:11][c:12]([NH2:18])[cH:13][n:14][c:15]2[CH2:16][CH2:17]1. Starting materials: COC(=O)CCc1ccc(NCc2sc(-c3ccc(C(F)(F)F)cc3)nc2C)cc1C, COC(=O)Cl, ClCCl, O, c1ccncc1. Yields the product COC(=O)CCc1ccc(N(Cc2sc(-c3ccc(C(F)(F)F)cc3)nc2C)C(=O)OC)cc1C. As a reaction SMILES: [CH3:1][O:2][C:3]([CH2:4][CH2:5][c:6]1[c:7]([CH3:30])[cH:8][c:9]([NH:12][CH2:13][c:14]2[c:15]([CH3:29])[n:16][c:17](-[c:19]3[cH:20][cH:21][c:22]([C:25]([F:26])([F:27])[F:28])[cH:23][cH:24]3)[s:18]2)[cH:10][cH:11]1)=[O:31].[Cl:38][C:39](=[O:40])[O:41][CH3:42].[Cl:44][CH2:45][Cl:46].[OH2:43].[cH:32]1[cH:33][cH:34][n:35][cH:36][cH:37]1>>[CH3:1][O:2][C:3]([CH2:4][CH2:5][c:6]1[c:7]([CH3:30])[cH:8][c:9]([N:12]([CH2:13][c:14]2[c:15]([CH3:29])[n:16][c:17](-[c:19]3[cH:20][cH:21][c:22]([C:25]([F:26])([F:27])[F:28])[cH:23][cH:24]3)[s:18]2)[C:39](=[O:40])[O:41][CH3:42])[cH:10][cH:11]1)=[O:31].